Dataset: the Open Reaction Database (ORD), a public repository of structured organic reaction records. Task: describe an organic reaction: reactants, conditions, products, and yield The reactants are FC=1C=C2C=CC(=NC2=C(C1)O)C (6-fluoro-2-methylquinolin-8-ol), C([O-])([O-])=O.[K+].[K+] (potassium carbonate), C(C)#N (acetonitrile), O (water), ClC(C(=O)C1=CC=CC=C1)(F)F (2-chloro-2,2-difluoroacetophenone). Conditions: temperature 80 celsius. The product is FC(OC=1C=C(C=C2C=CC(=NC12)C)F)F (8-(difluoromethoxy)-6-fluoro-2-methylquinoline). Reaction SMILES: [F:1][C:2]1[CH:3]=[C:4]2[C:9](=[C:10]([OH:12])[CH:11]=1)[N:8]=[C:7]([CH3:13])[CH:6]=[CH:5]2.C(=O)([O-])[O-].[K+].[K+].C(#N)C.O.Cl[C:25]([F:35])([F:34])C(C1C=CC=CC=1)=O>>[F:34][CH:25]([F:35])[O:12][C:10]1[CH:11]=[C:2]([F:1])[CH:3]=[C:4]2[C:9]=1[N:8]=[C:7]([CH3:13])[CH:6]=[CH:5]2 |f:1.2.3|. Procedure: To a mixture of 6-fluoro-2-methylquinolin-8-ol (0.15 g, 0.85 mmol) and potassium carbonate (4.2 g, 30 mmol) in acetonitrile (3.4 mL, 0.85 mmol) and water (3.4 mL, 0.85 mmol) was added 2-chloro-2,2-difluoroacetophenone (0.62 mL, 4.2 mmol). The vessel was sealed and the mixture was heated at 80° C. for 4 hours. The cooled reaction mixture was extracted with diethyl ether (2×30 mL), and the combined organic extracts were dried over magnesium sulfate, filtered and concentrated under reduced pressure... Starting materials: BrC=1SC=2CC3=C(C2C1)N(N=C3C3=CC=C(C=C3)OC)COCC[Si](C)(C)C (2-Bromo-6-(4-methoxy-phenyl)-4-(2-trimethylsilanyl-ethoxymethyl)-4,7-dihydro-1-thia-4,5-diaza-cyclopenta[a]pentalene), CC1(OB(OC1(C)C)C=1C=C(C=CC1)N)C (3-(4,4,5,5-Tetramethyl-[1,3,2]dioxaborolan-2-yl)-phenylamine), C(=O)([O-])[O-].[Na+].[Na+] (Na2CO3). The reagents and catalysts are Cl[Pd]([P](C1=CC=CC=C1)(C2=CC=CC=C2)C3=CC=CC=C3)([P](C4=CC=CC=C4)(C5=CC=CC=C5)C6=CC=CC=C6)Cl (Pd(PPh3)2Cl2). The solvent is C1(=CC=CC=C1)C.C(C)O (toluene ethanol). Conditions: temperature 100 celsius. Yields the product COC1=CC=C(C=C1)C1=NN(C2=C1CC=1SC(=CC21)C=2C=C(C=CC2)N)COCC[Si](C)(C)C (3-[6-(4-Methoxy-phenyl)-4-(2-trimethylsilanyl-ethoxymethyl)-4,7-dihydro-1-thia-4,5-diaza-cyclopenta[a]pentalen-2-yl]-phenylamine). The yield is 67.0%. RXN SMILES: Br[C:2]1[S:3][C:4]2[CH2:5][C:6]3[C:12]([C:13]4[CH:18]=[CH:17][C:16]([O:19][CH3:20])=[CH:15][CH:14]=4)=[N:11][N:10]([CH2:21][O:22][CH2:23][CH2:24][Si:25]([CH3:28])([CH3:27])[CH3:26])[C:7]=3[C:8]=2[CH:9]=1.CC1(C)C(C)(C)OB([C:37]2[CH:38]=[C:39]([NH2:43])[CH:40]=[CH:41][CH:42]=2)O1.C([O-])([O-])=O.[Na+].[Na+]>C1(C)C=CC=CC=1.C(O)C.Cl[Pd](Cl)([P](C1C=CC=CC=1)(C1C=CC=CC=1)C1C=CC=CC=1)[P](C1C=CC=CC=1)(C1C=CC=CC=1)C1C=CC=CC=1>[CH3:20][O:19][C:16]1[CH:15]=[CH:14][C:13]([C:12]2[C:6]3[CH2:5][C:4]4[S:3][C:2]([C:37]5[CH:38]=[C:39]([NH2:43])[CH:40]=[CH:41][CH:42]=5)=[CH:9][C:8]=4[C:7]=3[N:10]([CH2:21][O:22][CH2:23][CH2:24][Si:25]([CH3:28])([CH3:26])[CH3:27])[N:11]=2)=[CH:18][CH:17]=1 |f:2.3.4,5.6,^1:63,82|. Procedure: A mixture of the corresponding 2-Bromo-6-(4-methoxy-phenyl)-4-(2-trimethylsilanyl-ethoxymethyl)-4,7-dihydro-1-thia-4,5-diaza-cyclopenta[a]pentalene (0.95 g, 1.9 mmol), 3-(4,4,5,5-Tetramethyl-[1,3,2]dioxaborolan-2-yl)-phenylamine (0.34 g, 1.1 mmol), Na2CO3 (2 M, 4.6 mL), and Pd(PPh3)2Cl2 (226 mg, 0.1 mmol) in toluene/ethanol (1:1, 16 mL) was heated at 100° C. for 8 hr. The solution was cooled to room temperature and extracted with ethyl acetate. The target product was purified by gravity column c... Reactants: FC1=CC=C(C=C1)[Mg]Br (4-fluorophenylmagnesium bromide), C1(CCC2=CC=CC=C12)=O (1-indanone). Solvent: CCOCC (ether). Reaction conditions: time 1 hour. The product is FC1=CC=C(C=C1)C1=CCC2=CC=CC=C12 (3-(4-Fluorophenyl)-1H-indene). As a reaction SMILES: [F:1][C:2]1[CH:7]=[CH:6][C:5]([Mg]Br)=[CH:4][CH:3]=1.[C:10]1(=O)[C:18]2[C:13](=[CH:14][CH:15]=[CH:16][CH:17]=2)[CH2:12][CH2:11]1>CCOCC>[F:1][C:2]1[CH:7]=[CH:6][C:5]([C:12]2[C:13]3[C:18](=[CH:17][CH:16]=[CH:15][CH:14]=3)[CH2:10][CH:11]=2)=[CH:4][CH:3]=1. Reported procedure: To a solution of solution of 4-fluorophenylmagnesium bromide (prepared from 6.43 ml of 4-fluorobromobenzene and 1.71 g of Mg in 50 ml of ether) at room temperature under argon was added dropwise over 40 minutes a solution of 1-indanone (6.61 g, 50 mmole) in dry ether (20 ml). After stirring at room temperature for 1 hour, the reaction was quenched by the dropwise addition of saturated NH4Cl solution (15 ml). The mixture was diluted with Et2O, washed with saturated NaCl solution, dried (MgSO4) an... The reactants are C(C1=CC=CC=C1)(=O)CCC(=O)OC (Methyl 3-benzoylpropionate), [H-].[H-].[H-].[H-].[Li+].[Al+3] (LAH), [OH-].[K+] (KOH), O (water), O (water). The solvent is C1CCOC1 (THF), C1CCOC1 (THF). Run at time 30 minute. Yields the product C1(=CC=CC=C1)C(CCCO)O (4-phenyl-4-hydroxybutanol). The yield is 91.2%. Reaction SMILES: [C:1]([CH2:9][CH2:10][C:11](OC)=[O:12])(=[O:8])[C:2]1[CH:7]=[CH:6][CH:5]=[CH:4][CH:3]=1.[H-].[H-].[H-].[H-].[Li+].[Al+3].O.[OH-].[K+]>C1COCC1>[C:2]1([CH:1]([OH:8])[CH2:9][CH2:10][CH2:11][OH:12])[CH:7]=[CH:6][CH:5]=[CH:4][CH:3]=1 |f:1.2.3.4.5.6,8.9|. Reported procedure: Methyl 3-benzoylpropionate (50 g, 0.25 mol) in 300 ml of anhydrous THF was added under nitrogen dropwise over one hour to a suspension of LAH in 500 ml of anhydrous THF. After the addition the mixture was refluxed for 20 hours. After cooling to room temperature 14.3 ml of water was added dropwise followed by the addition of 14.3 ml of 15% KOH and then 42.9 ml of water. The mixture was stirred for 30 minutes and then filtered. The filtrate was concentrated under reduced pressure to remove the THF... Yield: 65.0%. RXN SMILES: [CH:1](=[O:6])[CH2:2][CH:3]([CH3:5])[CH3:4].B[O-].C(=O)C.[CH3:12][C:13]1[CH:18]2C(C)(C)C(C2)[CH2:15][CH:14]=1.B([O-])[O-].N(CCO)CCO>CCOCC.C1COCC1>[CH3:4][CH:3]([CH2:2][C@@H:1]([OH:6])[CH2:18][C:13]([CH:14]=[CH2:15])=[CH2:12])[CH3:5]. Yields the product CC(C)C[C@H](CC(=C)C=C)O ((-)-ipsenol). Run at temperature -78 celsius, time 1 hour. Reactants: C(CC(C)C)=O (Isovaleraldehyde), 11B, N(CCO)CCO (diethanolamine), B([O-])[O-] (boronate), C(C)=O (acetaldehyde), CC1=CCC2CC1C2(C)C (α-pinene), B[O-] (borinate), 11B. Procedure details: Isovaleraldehyde (2.15 g, 2.68 mL, 25 mmol) in ether (6 mL) was added dropwise to a rapidly stirred solution of B-isoprenyldiisopinocampheylborane, lIpc2BIpn, maintained at -78° C. Stirring was continued for 1 h, when the 11B NMR spectrum of an aliquot showed a peak at δ52 ppm corresponding to a borinate indicating completion of the reaction. The reaction mixture was warmed to 0° C. and acetaldehyde (2.1 mL, 37.5 mmol) was added when one equiv of α-pinene was eliminated. 11B NMR showed a peak at... The solvent is CCOCC (ether), C1CCOC1 (THF). Starting materials: CCO, O=[N+]([O-])c1ccc(Oc2ccc3[nH]ncc3c2)c(F)c1, O=[Pt]=O. Yields the product Nc1ccc(Oc2ccc3[nH]ncc3c2)c(F)c1. Reaction SMILES: [CH3:21][CH2:22][OH:23].[F:1][c:2]1[c:3]([O:4][c:5]2[cH:6][c:7]3[cH:8][n:9][nH:10][c:11]3[cH:12][cH:13]2)[cH:14][cH:15][c:16]([N+:18]([O-:19])=[O:20])[cH:17]1.[Pt:24](=[O:25])=[O:26]>>[F:1][c:2]1[c:3]([O:4][c:5]2[cH:6][c:7]3[cH:8][n:9][nH:10][c:11]3[cH:12][cH:13]2)[cH:14][cH:15][c:16]([NH2:18])[cH:17]1. Reactants: C1(CCCCC1)NC1CCCCC1 (dicyclohexylamine), CC1(C=2C=CC(=CC2C(CC1)(C)C)C=CC(=O)O)C (3-(5,6,7,8-tetrahydro-5,5,8,8-tetramethyl-2-naphthyl)acrylic acid), S(=O)(Cl)Cl (thionyl chloride). The solvent is ClCCl (dichloromethane). Run at time 1 hour. The product is CC1(C=2C=CC(=CC2C(CC1)(C)C)C=CC(=O)Cl)C (3-(5,6,7,8-Tetrahydro-5,5,8,8-tetramethyl-2-naphthyl)acryloyl chloride). RXN SMILES: [CH3:1][C:2]1([CH3:19])[CH2:11][CH2:10][C:9]([CH3:13])([CH3:12])[C:8]2[CH:7]=[C:6]([CH:14]=[CH:15][C:16](O)=[O:17])[CH:5]=[CH:4][C:3]1=2.C1(NC2CCCCC2)CCCCC1.S(Cl)([Cl:35])=O>ClCCl>[CH3:1][C:2]1([CH3:19])[CH2:11][CH2:10][C:9]([CH3:13])([CH3:12])[C:8]2[CH:7]=[C:6]([CH:14]=[CH:15][C:16]([Cl:35])=[O:17])[CH:5]=[CH:4][C:3]1=2. Reported procedure: A solution of 2.6 g (10 mmol) of 3-(5,6,7,8-tetrahydro-5,5,8,8-tetramethyl-2-naphthyl)acrylic acid in 50 ml of anhydrous dichloromethane is introduced into a round-bottomed flask, 2 ml (10 mmol) of dicyclohexylamine are added and the mixture is stirred for one hour. 800 μl (10 mmol) of thionyl chloride are then added and the mixture is stirred for one hour. The mixture is evaporated to dryness, the residue is taken up in anhydrous ethyl ether, the dicyclohexylamine salt is filtered off and the f... RXN SMILES: [CH2:23]1[O:24][CH2:25][CH2:26][CH2:27]1.[CH2:8]([Li:9])[CH2:10][CH2:11][CH3:12].[CH3:1][P:2]([O:3][CH3:4])([O:5][CH3:6])=[O:7].[F:13][CH:14]([C:15](=[O:16])[O:17][CH3:18])[CH2:19][CH2:20][CH2:21][CH3:22]>>[CH2:1]([P:2]([O:3][CH3:4])([O:5][CH3:6])=[O:7])[C:15]([CH:14]([F:13])[CH2:19][CH2:20][CH2:21][CH3:22])=[O:16]. Product: CCCCC(F)C(=O)CP(=O)(OC)OC. Starting materials: C1CCOC1, [Li]CCCC, COP(C)(=O)OC, CCCCC(F)C(=O)OC. Reactants: Cl.FC=1C=C(CN2N=CC(=C2)C2=CN(C3=NC=C(C=C32)C3=CC=C(C=C3)C3CCNCC3)S(=O)(=O)C3=CC=C(C)C=C3)C=CC1 (3-(1-(3-fluorobenzyl)-1H-pyrazol-4-yl)-5-(4-(piperidin-4-yl)phenyl)-1-tosyl-1H-pyrrolo[2,3-b]pyridine hydrochloride), FC=1C=C(CN2N=CC(=C2)C2=CN(C3=NC=C(C=C32)C3=CC=C(C=C3)C=3CCN(CC3)C)S(=O)(=O)C3=CC=C(C)C=C3)C=CC1 (3-(1-(3-fluorobenzyl)-1H-pyrazol-4-yl)-5-(4-(1-methyl-1,2,3,6-tetrahydropyridin-4-yl)phenyl)-1-tosyl-1H-pyrrolo[2,3-b]pyridine), [OH-].[Li+] (lithium hydroxide). Solvent: C1CCOC1.CO.O (THF methanol water). Product: FC=1C=C(CN2N=CC(=C2)C2=CNC3=NC=C(C=C32)C3=CC=C(C=C3)C=3CCN(CC3)C)C=CC1 (3-(1-(3-fluorobenzyl)-1H-pyrazol-4-yl)-5-(4-(1-methyl-1,2,3,6-tetrahydropyridin-4-yl)phenyl)-1H-pyrrolo[2,3-b]pyridine). The yield is 170.5%. RXN SMILES: Cl.FC1C=C(C=CC=1)CN1C=C(C2C3C(=NC=C(C4C=CC(C5CCNCC5)=CC=4)C=3)N(S(C3C=CC(C)=CC=3)(=O)=O)C=2)C=N1.[F:46][C:47]1[CH:48]=[C:49]([CH:88]=[CH:89][CH:90]=1)[CH2:50][N:51]1[CH:55]=[C:54]([C:56]2[C:64]3[C:59](=[N:60][CH:61]=[C:62]([C:65]4[CH:70]=[CH:69][C:68]([C:71]5[CH2:72][CH2:73][N:74]([CH3:77])[CH2:75][CH:76]=5)=[CH:67][CH:66]=4)[CH:63]=3)[N:58](S(C3C=CC(C)=CC=3)(=O)=O)[CH:57]=2)[CH:53]=[N:52]1.[OH-].[Li+]>C1COCC1.CO.O>[F:46][C:47]1[CH:48]=[C:49]([CH:88]=[CH:89][CH:90]=1)[CH2:50][N:51]1[CH:55]=[C:54]([C:56]2[C:64]3[C:59](=[N:60][CH:61]=[C:62]([C:65]4[CH:66]=[CH:67][C:68]([C:71]5[CH2:72][CH2:73][N:74]([CH3:77])[CH2:75][CH:76]=5)=[CH:69][CH:70]=4)[CH:63]=3)[NH:58][CH:57]=2)[CH:53]=[N:52]1 |f:0.1,3.4,5.6.7|. Reported procedure: Using similar reaction conditions as described in step-iii of example-1, 3-(1-(3-fluorobenzyl)-1H-pyrazol-4-yl)-5-(4-(1-methyl-1,2,3,6-tetrahydropyridin-4-yl)phenyl)-1-tosyl-1H-pyrrolo[2,3-b]pyridine (180 mg, 0.291 mmol) was hydrolyzed by lithium hydroxide (37 mg, 0.874 mmol) in THF/methanol/water (2/2/2 ml) to yield crude 230 mg of the titled compound. Reactants: C=O, CCNCC, CCO, O=[N+]([O-])c1ncc[nH]1. Product: CCN(CC)Cc1c[nH]c([N+](=O)[O-])n1. As a reaction SMILES: [CH2:1]=[O:2].[CH2:3]([CH3:4])[NH:5][CH2:6][CH3:7].[CH3:16][CH2:17][OH:18].[N+:8](=[O:9])([O-:10])[c:11]1[nH:12][cH:13][cH:14][n:15]1>>[CH2:1]([N:5]([CH2:3][CH3:4])[CH2:6][CH3:7])[c:13]1[n:12][c:11]([N+:8](=[O:9])[O-:10])[nH:15][cH:14]1.